Dataset: the Open Reaction Database (ORD), a public repository of structured organic reaction records. Task: describe an organic reaction: reactants, conditions, products, and yield Starting materials: CNc1ccc(Oc2ccnc(C(=O)OC(C)(C)C)c2)cc1N, CC(C)(C)c1ccccc1, Cn1c(Nc2cccc(C(C)(C)C)c2)nc2cc(Oc3ccnc(C(=O)OC(C)(C)C)c3)ccc21, ClCCl, CO, CI, [N-]=C=S, NC(N)=S, O=C(O)C(F)(F)F. RXN SMILES: [C:1]([O:2][C:3]([c:4]1[cH:5][c:6]([O:7][c:8]2[cH:9][cH:10][c:11]([NH:12][CH3:13])[c:14]([NH2:15])[cH:16]2)[cH:17][cH:18][n:19]1)=[O:20])([CH3:21])([CH3:22])[CH3:23].[C:27]([c:28]1[cH:29][cH:30][cH:31][cH:32][cH:33]1)([CH3:34])([CH3:35])[CH3:36].[C:43]([CH3:44])([CH3:45])([CH3:46])[O:47][C:48](=[O:49])[c:50]1[n:51][cH:52][cH:53][c:54]([O:56][c:57]2[cH:58][c:59]3[c:60]([n:61]([CH3:75])[c:62]([NH:64][c:65]4[cH:66][c:67]([C:71]([CH3:72])([CH3:73])[CH3:74])[cH:68][cH:69][cH:70]4)[n:63]3)[cH:76][cH:77]2)[cH:55]1.[CH2:87]([Cl:88])[Cl:89].[CH3:85][OH:86].[I:41][CH3:42].[N-:24]=[C:25]=[S:26].[NH2:37][C:38](=[S:39])[NH2:40].[OH:78][C:79]([C:80]([F:81])([F:82])[F:83])=[O:84]>>[O:47]=[C:48]([OH:49])[c:50]1[n:51][cH:52][cH:53][c:54]([O:56][c:57]2[cH:58][c:59]3[c:60]([n:61]([CH3:75])[c:62]([NH:64][c:65]4[cH:66][c:67]([C:71]([CH3:72])([CH3:73])[CH3:74])[cH:68][cH:69][cH:70]4)[n:63]3)[cH:76][cH:77]2)[cH:55]1. The product is Cn1c(Nc2cccc(C(C)(C)C)c2)nc2cc(Oc3ccnc(C(=O)O)c3)ccc21. Starting materials: CC1(C)NCc2cc(Br)cnc2NC1=O, CCC#N, C=CC(=O)N(C)Cc1cccc(OC(F)(F)F)c1OCC, CCOC(C)=O, CCN(C(C)C)C(C)C, CC(=O)[O-], CC(=O)[O-], CN(C)C=O, [Pd+2]. The product is CCOc1c(CN(C)C(=O)C=Cc2cnc3c(c2)CNC(C)(C)C(=O)N3)cccc1OC(F)(F)F. RXN SMILES: [Br:31][c:32]1[cH:33][c:34]2[c:35]([n:44][cH:45]1)[NH:36][C:37](=[O:43])[C:38]([CH3:41])([CH3:42])[NH:39][CH2:40]2.[C:46](#[N:47])[CH2:48][CH3:49].[CH2:1]([CH3:2])[O:3][c:4]1[c:5]([CH2:6][N:7]([C:8]([CH:9]=[CH2:10])=[O:11])[CH3:12])[cH:13][cH:14][cH:15][c:16]1[O:17][C:18]([F:19])([F:20])[F:21].[CH3:55][CH2:56][O:57][C:58]([CH3:59])=[O:60].[CH:22]([N:23]([CH:24]([CH3:25])[CH3:26])[CH2:27][CH3:28])([CH3:29])[CH3:30].[O-:62][C:63]([CH3:64])=[O:65].[O-:66][C:67]([CH3:68])=[O:69].[O:50]=[CH:51][N:52]([CH3:53])[CH3:54].[Pd+2:61]>>[CH2:1]([CH3:2])[O:3][c:4]1[c:5]([CH2:6][N:7]([C:8]([CH:9]=[CH:10][c:32]2[cH:33][c:34]3[c:35]([n:44][cH:45]2)[NH:36][C:37](=[O:43])[C:38]([CH3:41])([CH3:42])[NH:39][CH2:40]3)=[O:11])[CH3:12])[cH:13][cH:14][cH:15][c:16]1[O:17][C:18]([F:19])([F:20])[F:21]. Solvent: CCOCC (ether). Procedure: 2.0 g of 1-methyl-4-(α-phenyl-2-tolyl)-4-piperidinol, Example 1, is treated with 10 ml of benzoyl chloride with stirring and cooling. The reaction solution is diluted with 20 ml of ether, stirred for two hours and the resulting precipitate collected by suction filtration. The filter cake is washed well with ether and dried in vacuo at 40° C. over sodium hydroxide pellets. The dried filter cake is recrystallized twice from a chloroform-ether mixture to give colorless crystals, mp 197°-198° C. of ... Reaction SMILES: [CH3:1][N:2]1[CH2:7][CH2:6][C:5]([C:9]2[CH:14]=[CH:13][CH:12]=[CH:11][C:10]=2[CH2:15][C:16]2[CH:21]=[CH:20][CH:19]=[CH:18][CH:17]=2)([OH:8])[CH2:4][CH2:3]1.[C:22]([Cl:30])(=[O:29])[C:23]1[CH:28]=[CH:27][CH:26]=[CH:25][CH:24]=1>CCOCC>[ClH:30].[C:22]([O:8][C:5]1([C:9]2[CH:14]=[CH:13][CH:12]=[CH:11][C:10]=2[CH2:15][C:16]2[CH:21]=[CH:20][CH:19]=[CH:18][CH:17]=2)[CH2:4][CH2:3][N:2]([CH3:1])[CH2:7][CH2:6]1)(=[O:29])[C:23]1[CH:28]=[CH:27][CH:26]=[CH:25][CH:24]=1 |f:3.4|. Reactants: CN1CCC(CC1)(O)C1=C(C=CC=C1)CC1=CC=CC=C1 (1-methyl-4-(α-phenyl-2-tolyl)-4-piperidinol), C(C1=CC=CC=C1)(=O)Cl (benzoyl chloride). The product is Cl.C(C1=CC=CC=C1)(=O)OC1(CCN(CC1)C)C1=C(C=CC=C1)CC1=CC=CC=C1 (4-benzoyloxy-1-methyl-4-(α-phenyl-2-tolyl)piperidine hydrochloride). Conditions: temperature 0 celsius, time 3 hour. Reactants: C1(=CC=CC=C1)P(=O)(Cl)Cl (phenylphosphonic dichloride), dilithio, C(CCC)[Li] (n-butyllithium), CN(CCN(C)C)C (tetramethylethylenediamine), C(C)NCC1=CC=CC=C1 (N-ethylbenzylamine), crude product. Product: C1(=CC=CC=C1)P1(N(CC2=C1C=CC=C2)CC)=O (1-phenyl-2-ethyl-2,3-dihydro-1H-2,1-benzazaphosphole-1-oxide). The solvent is C1CCCCC1 (cyclohexane), C1CCCCC1 (cyclohexane), C(C)OCC (diethyl ether), C1CCCCC1 (cyclohexane), CCOCC (ether), CCCCCC (hexane). Reaction SMILES: C([Li])CCC.CN(C)CCN(C)C.[CH2:14]([NH:16][CH2:17][C:18]1[CH:23]=[CH:22][CH:21]=[CH:20][CH:19]=1)[CH3:15].[C:24]1([P:30](Cl)(Cl)=[O:31])[CH:29]=[CH:28][CH:27]=[CH:26][CH:25]=1>CCCCCC.C(OCC)C.C1CCCCC1>[C:24]1([P:30]2(=[O:31])[C:19]3[CH:20]=[CH:21][CH:22]=[CH:23][C:18]=3[CH2:17][N:16]2[CH2:14][CH3:15])[CH:29]=[CH:28][CH:27]=[CH:26][CH:25]=1. Procedure: Under a static nitrogen atmosphere at 0° C., a solution of n-butyllithium (8 g, 0.125 mol) in hexane was added to a solution of tetramethylethylenediamine (14.3 g, 0.123 mol) in 30 ml. of anhydrous cyclohexane with constant stirring. While maintaining the temperature at 0° C., a solution of N-ethylbenzylamine (8.1 g, 0.06 mol) in 60 ml. of anhydrous cyclohexane was added to the reaction mixture to produce a suspension containing a dilithio compound. This suspension was stirred for 3 hours at 26°... The reactants are ice, ClC(=O)N1CC(C1)OC1=CC(=CC=C1)C(F)(F)F (1-chlorocarbonyl-3-[3-(trifluoromethyl)phenoxy]azetidine), C([O-])([O-])=O.[K+].[K+] (potassium carbonate), CNCC#C (N-methylpropargylamine). Run in O1CCCC1 (tetrahydrofuran). Run at temperature -70 celsius, time 15 minute. Product: CN(C(=O)N1CC(C1)OC1=CC(=CC=C1)C(F)(F)F)CC#C (N-Methyl-N-(2-propynyl)-3-[3-(trifluoromethyl) phenoxy]-1-azetidinecarboxamide). Isolated yield 73.7%. As a reaction SMILES: Cl[C:2]([N:4]1[CH2:7][CH:6]([O:8][C:9]2[CH:14]=[CH:13][CH:12]=[C:11]([C:15]([F:18])([F:17])[F:16])[CH:10]=2)[CH2:5]1)=[O:3].C(=O)([O-])[O-].[K+].[K+].[CH3:25][NH:26][CH2:27][C:28]#[CH:29]>O1CCCC1>[CH3:25][N:26]([CH2:27][C:28]#[CH:29])[C:2]([N:4]1[CH2:7][CH:6]([O:8][C:9]2[CH:14]=[CH:13][CH:12]=[C:11]([C:15]([F:18])([F:17])[F:16])[CH:10]=2)[CH2:5]1)=[O:3] |f:1.2.3|. Reported procedure: A mixture of 5.6 g (0.02 mole) of 1-chlorocarbonyl-3-[3-(trifluoromethyl)phenoxy]azetidine and 3 g (0.022 mole) of potassium carbonate in 50 ml of tetrahydrofuran was treated while stirring with 1.52 g of N-methylpropargylamine. After stirring for 15 min. 10 g of ice was added and stirring continued for an additional 72 hr. The tetrahydrofuran was decanted from the salt paste and concentrated on a rotary evaporator to yield an amber oil, 5.9 g. This oil solidified when cooled to -70° C. and was ... Reactants: [N+](=O)([O-])C=1C=C(C=CC1)C=1N=NN(N1)C (3-Nitro-(2-methyltetrazol-5-yl)benzene). The reagents and catalysts are [Pd] (palladium/carbon). Run in C(C)O (ethanol). Run at time 15 minute. Product: NC=1C=C(C=CC1)C1=NN=NN1 (3-Amino-(1H-tetrazole-5-yl)benzene). Isolated yield 92.1%. As a reaction SMILES: [N+:1]([C:4]1[CH:5]=[C:6]([C:10]2[N:11]=[N:12][N:13](C)[N:14]=2)[CH:7]=[CH:8][CH:9]=1)([O-])=O>C(O)C.[Pd]>[NH2:1][C:4]1[CH:5]=[C:6]([C:10]2[NH:14][N:13]=[N:12][N:11]=2)[CH:7]=[CH:8][CH:9]=1. Reported procedure: 3-Nitro-(2-methyltetrazol-5-yl)benzene (648 mg) was dissolved in 100 ml of ethanol, treated with 0.283 g of 10% palladium/carbon catalyst, and hydrogenated on a Parr apparatus at 30 psi for 15 minutes. The reaction mixture was filtered through Celite and concentrated to give 0.469 g of the title compound. Reactants: COC=1C=C2CCN(CC2=CC1OC)C(=O)C1CN(CCC1)C(=O)OC(C)(C)C ((±)-6,7-dimethoxy-2-{[1-(tert-butyloxycarbonyl)-3-piperidyl]carbonyl}-1,2,3,4-tetrahydroisoquinoline), Cl (hydrochloric acid). Run in C(C)(=O)OCC (ethyl acetate). Yields the product Cl.COC=1C=C2CCN(CC2=CC1OC)C(=O)C1CNCCC1 ((±)-6,7-dimethoxy-2-[(3-piperidyl)carbonyl]-1,2,3,4-tetrahydroisoquinoline hydrochloride). As a reaction SMILES: [CH3:1][O:2][C:3]1[CH:4]=[C:5]2[C:10](=[CH:11][C:12]=1[O:13][CH3:14])[CH2:9][N:8]([C:15]([CH:17]1[CH2:22][CH2:21][CH2:20][N:19](C(OC(C)(C)C)=O)[CH2:18]1)=[O:16])[CH2:7][CH2:6]2.[ClH:30]>C(OCC)(=O)C>[ClH:30].[CH3:1][O:2][C:3]1[CH:4]=[C:5]2[C:10](=[CH:11][C:12]=1[O:13][CH3:14])[CH2:9][N:8]([C:15]([CH:17]1[CH2:22][CH2:21][CH2:20][NH:19][CH2:18]1)=[O:16])[CH2:7][CH2:6]2 |f:3.4|. Reported procedure: A conventional amidation reaction was carried out using a dichloromethane solution (40 ml) of 2.53 g of (±)-6,7-dimethoxy-1,2,3,4-tetrahydroisoquinoline, 3.0 g of N-(tert-butyloxycarbonyl)nipecotic acid, 3.0 g of 1-ethyl-3-[3-(dimethylamino)propyl]carbodiimide hydrochloride and 0.89 g of 1-hydroxybenztriazole to give 3.77 g of (±)-6,7-dimethoxy-2-{[1-(tert-butyloxycarbonyl)-3-piperidyl]carbonyl}-1,2,3,4-tetrahydroisoquinoline. Deprotection of 3.77 g of (±)-6,7-dimethoxy-2-{[1-(tert-butyloxycarbo... Reactants: [N+](=O)([O-])C1=C(C(=O)O)C=CC(=C1)[N+](=O)[O-] (2,4-Dinitrobenzoic acid), C(C(=O)Cl)(=O)Cl (oxalyl chloride), acid chloride, [NH4+].[OH-] (NH4OH). The product is [N+](=O)([O-])C1=C(C(=O)N)C=CC(=C1)[N+](=O)[O-] (2,4-Dinitro-benzamide). Yield: 89.0%. As a reaction SMILES: [N+:1]([C:4]1[CH:12]=[C:11]([N+:13]([O-:15])=[O:14])[CH:10]=[CH:9][C:5]=1[C:6](O)=[O:7])([O-:3])=[O:2].C(Cl)(=O)C(Cl)=O.[NH4+:22].[OH-]>>[N+:1]([C:4]1[CH:12]=[C:11]([N+:13]([O-:15])=[O:14])[CH:10]=[CH:9][C:5]=1[C:6]([NH2:22])=[O:7])([O-:3])=[O:2] |f:2.3|. Procedure details: 2,4-Dinitrobenzoic acid (8.17 g, 38.5 mmol) was treated with oxalyl chloride (3.90 mL, 44.7 mmol). The resulting acid chloride was treated with saturated NH4OH solution (200 mL) to yield the title compound (7.25 g, 89%). m.p. 202°-204° C. 1H NMR (300 MHz, DMSO) δ8.75 (d, 1H), 8.58 (dd, 1H), 8.48 (br s, 1H), 7.99 (br s, 1H), 7.91 (d, 1H), 5.50-6.20 (br s, 2H). MS (DCI/NH3) m/e 229 (M+NH4)+.